Dataset: the Open Reaction Database (ORD), a public repository of structured organic reaction records. Task: describe an organic reaction: reactants, conditions, products, and yield Starting materials: [H-].[Na+] (sodium hydride), Cl (hydrochloric acid), CS(=O)(=O)C1=CC=CC=C1 (methylphenylsulfone), ClC1=CC=C(C=C1)C#CCCCCCCCCCCCNC1=CC=C(C(=O)OC)C=C1 (methyl 4-[13-(4-chlorophenyl)tridec-12-ynylamino]benzoate). Solvent: O1CCCC1 (tetrahydrofuran), COCCOC (1,2-dimethoxyethane). Yields the product ClC1=CC=C(C=C1)C#CCCCCCCCCCCCNC1=CC=C(C=C1)C(CS(=O)(=O)C1=CC=CC=C1)=O (4'-[13-(4-chlorophenyl)tridec-12-ynylamino]-2-(phenylsulfonyl)acetophenone). As a reaction SMILES: [H-].[Na+].[CH3:3][S:4]([C:7]1[CH:12]=[CH:11][CH:10]=[CH:9][CH:8]=1)(=[O:6])=[O:5].[Cl:13][C:14]1[CH:19]=[CH:18][C:17]([C:20]#[C:21][CH2:22][CH2:23][CH2:24][CH2:25][CH2:26][CH2:27][CH2:28][CH2:29][CH2:30][CH2:31][CH2:32][NH:33][C:34]2[CH:43]=[CH:42][C:37]([C:38](OC)=[O:39])=[CH:36][CH:35]=2)=[CH:16][CH:15]=1.Cl>O1CCCC1.COCCOC>[Cl:13][C:14]1[CH:15]=[CH:16][C:17]([C:20]#[C:21][CH2:22][CH2:23][CH2:24][CH2:25][CH2:26][CH2:27][CH2:28][CH2:29][CH2:30][CH2:31][CH2:32][NH:33][C:34]2[CH:35]=[CH:36][C:37]([C:38](=[O:39])[CH2:3][S:4]([C:7]3[CH:12]=[CH:11][CH:10]=[CH:9][CH:8]=3)(=[O:6])=[O:5])=[CH:42][CH:43]=2)=[CH:18][CH:19]=1 |f:0.1|. Reported procedure: A solution of 864 mg. of sodium hydride and 5.3 g. of methylphenylsulfone in 20 ml. of 1,2-dimethoxyethane is stirred at 60° C. for one hour under an atmosphere of argon. To this solution is added a solution of 5.0 g. of methyl 4-[13-(4-chlorophenyl)tridec-12-ynylamino]benzoate in 50 ml. of tetrahydrofuran and the reaction mixture is stirred at 60° C. for 1.5 hours. The mixture is cooled, poured onto ice, acidified with dilute hydrochloric acid to pH 3 and then extracted with chloroform. The org... Reactants: FC(C1=C(CN2CCC(CC2)\C=C/2\C(=NC(S2)=O)NCC#C)C=CC(=C1)C(F)(F)F)(F)F ((5Z)-5-({1-[2,4-bis(trifluoromethyl)benzyl]piperidin-4-yl}methylidene)-4-(prop-2-yn-1-ylamino)-1,3-thiazol-2(5H)-one), Cl (hydrochloric acid). Solvent: C(C)O (ethanol). Run at time 1 hour. The product is Cl.FC(C1=C(CN2CCC(CC2)\C=C/2\C(=NC(S2)=O)NCC#C)C=CC(=C1)C(F)(F)F)(F)F ((5Z)-5-({1-[2,4-bis(trifluoromethyl)benzyl]piperidin-4-yl}methylidene)-4-(prop-2-yn-1-ylamino)-1,3-thiazol-2(5H)-one hydrochloride). RXN SMILES: [F:1][C:2]([F:32])([F:31])[C:3]1[CH:26]=[C:25]([C:27]([F:30])([F:29])[F:28])[CH:24]=[CH:23][C:4]=1[CH2:5][N:6]1[CH2:11][CH2:10][CH:9](/[CH:12]=[C:13]2/[C:14]([NH:19][CH2:20][C:21]#[CH:22])=[N:15][C:16](=[O:18])[S:17]/2)[CH2:8][CH2:7]1.[ClH:33]>C(O)C>[ClH:33].[F:32][C:2]([F:1])([F:31])[C:3]1[CH:26]=[C:25]([C:27]([F:29])([F:30])[F:28])[CH:24]=[CH:23][C:4]=1[CH2:5][N:6]1[CH2:7][CH2:8][CH:9](/[CH:12]=[C:13]2/[C:14]([NH:19][CH2:20][C:21]#[CH:22])=[N:15][C:16](=[O:18])[S:17]/2)[CH2:10][CH2:11]1 |f:3.4|. Procedure details: To a solution of (5Z)-5-({1-[2,4-bis(trifluoromethyl)benzyl]piperidin-4-yl}methylidene)-4-(prop-2-yn-1-ylamino)-1,3-thiazol-2(5H)-one (141 mg) in ethanol (1 mL) was added 6N hydrochloric acid (0.1 mL). The reaction mixture was stirred at room temperature for 1 hr, the solvent was evaporated under reduced pressure, and the residue was recrystallized from 2-butanone/heptane to give the title compound (100 mg).